From a dataset of the Open Reaction Database (ORD), a public repository of structured organic reaction records. describe an organic reaction: reactants, conditions, products, and yield Reactants: N#Cc1c[nH]c2ccc(CCNC(=O)c3ccc(-c4ccnc(Cl)n4)cc3)cc12, COCCCN, CS(C)=O. Yields the product COCCCNc1nccc(-c2ccc(C(=O)NCCc3ccc4[nH]cc(C#N)c4c3)cc2)n1. Reaction SMILES: [C:7](#[N:8])[c:9]1[cH:10][nH:11][c:12]2[cH:13][cH:14][c:15]([CH2:18][CH2:19][NH:20][C:21]([c:22]3[cH:23][cH:24][c:25](-[c:28]4[n:29][c:30]([Cl:34])[n:31][cH:32][cH:33]4)[cH:26][cH:27]3)=[O:35])[cH:16][c:17]12.[CH3:1][O:2][CH2:3][CH2:4][CH2:5][NH2:6].[CH3:36][S:37]([CH3:38])=[O:39]>>[CH3:1][O:2][CH2:3][CH2:4][CH2:5][NH:6][c:30]1[n:29][c:28](-[c:25]2[cH:24][cH:23][c:22]([C:21]([NH:20][CH2:19][CH2:18][c:15]3[cH:14][cH:13][c:12]4[nH:11][cH:10][c:9]([C:7]#[N:8])[c:17]4[cH:16]3)=[O:35])[cH:27][cH:26]2)[cH:33][cH:32][n:31]1. Reactants: CC(C)(C)OC(=O)Nc1nc(-c2ccco2)c(CN2CCOCC2)s1, O=C(O)C(F)(F)F. Product: Nc1nc(-c2ccco2)c(CN2CCOCC2)s1. RXN SMILES: [C:1]([O:2][C:3](=[O:4])[NH:8][c:9]1[s:10][c:11]([CH2:19][N:20]2[CH2:21][CH2:22][O:23][CH2:24][CH2:25]2)[c:12](-[c:14]2[o:15][cH:16][cH:17][cH:18]2)[n:13]1)([CH3:5])([CH3:6])[CH3:7].[OH:26][C:27]([C:28]([F:29])([F:30])[F:31])=[O:32]>>[NH2:8][c:9]1[s:10][c:11]([CH2:19][N:20]2[CH2:21][CH2:22][O:23][CH2:24][CH2:25]2)[c:12](-[c:14]2[o:15][cH:16][cH:17][cH:18]2)[n:13]1. Reactants: Cc1c(C(=O)OC(C)(C)C)[nH]c2c1C(=O)N(CCN1CCCCC1)CCC2, CCO, Cl. Yields the product Cc1c[nH]c2c1C(=O)N(CCN1CCCCC1)CCC2. Reaction SMILES: [C:1]([O:2][C:3](=[O:4])[c:8]1[c:9]([CH3:27])[c:10]2[c:16]([nH:17]1)[CH2:15][CH2:14][CH2:13][N:12]([CH2:18][CH2:19][N:20]1[CH2:21][CH2:22][CH2:23][CH2:24][CH2:25]1)[C:11]2=[O:26])([CH3:5])([CH3:6])[CH3:7].[CH3:29][CH2:30][OH:31].[ClH:28]>>[cH:8]1[c:9]([CH3:27])[c:10]2[c:16]([nH:17]1)[CH2:15][CH2:14][CH2:13][N:12]([CH2:18][CH2:19][N:20]1[CH2:21][CH2:22][CH2:23][CH2:24][CH2:25]1)[C:11]2=[O:26]. The reactants are CC1(C)CC(O)CCN1Cc1ccccc1, CN(C)C=O, Clc1cccc(Cl)n1, [H-], [Na+]. The product is CC1(C)CC(Oc2cccc(Cl)n2)CCN1Cc1ccccc1. As a reaction SMILES: [CH2:1]([c:2]1[cH:3][cH:4][cH:5][cH:6][cH:7]1)[N:8]1[C:9]([CH3:15])([CH3:16])[CH2:10][CH:11]([OH:14])[CH2:12][CH2:13]1.[CH3:27][N:28]([CH3:29])[CH:30]=[O:31].[Cl:19][c:20]1[n:21][c:22]([Cl:26])[cH:23][cH:24][cH:25]1.[H-:17].[Na+:18]>>[CH2:1]([c:2]1[cH:3][cH:4][cH:5][cH:6][cH:7]1)[N:8]1[C:9]([CH3:15])([CH3:16])[CH2:10][CH:11]([O:14][c:22]2[n:21][c:20]([Cl:19])[cH:25][cH:24][cH:23]2)[CH2:12][CH2:13]1. The reactants are CCO, [Cl-], Cl, O, O, O=[N+]([O-])c1ccccc1C=Cc1ccncc1. Yields the product Nc1ccccc1C=Cc1ccncc1. Reaction SMILES: [CH3:22][CH2:23][OH:24].[Cl-:21].[ClH:1].[OH2:19].[OH2:20].[n:2]1[cH:3][cH:4][c:5]([CH:8]=[CH:9][c:10]2[c:11]([N+:16]([O-:17])=[O:18])[cH:12][cH:13][cH:14][cH:15]2)[cH:6][cH:7]1>>[n:2]1[cH:3][cH:4][c:5]([CH:8]=[CH:9][c:10]2[c:11]([NH2:16])[cH:12][cH:13][cH:14][cH:15]2)[cH:6][cH:7]1. Product: C(C)(C)(C)C1NCC2=CC=CC=C2C1C1=CC=CC=C1 (3-tert.butyl-4-phenyl-1,2,3,4-tetrahydroisoquinoline). Reaction SMILES: [C:1]([C:5]1[N:6]=[CH:7][C:8]2[C:13]([C:14]=1[C:15]1[CH:20]=[CH:19][CH:18]=[CH:17][CH:16]=1)=[CH:12][CH:11]=[CH:10][CH:9]=2)([CH3:4])([CH3:3])[CH3:2].[H][H]>[Pt]=O.C(O)(=O)C>[C:1]([CH:5]1[CH:14]([C:15]2[CH:20]=[CH:19][CH:18]=[CH:17][CH:16]=2)[C:13]2[C:8](=[CH:9][CH:10]=[CH:11][CH:12]=2)[CH2:7][NH:6]1)([CH3:4])([CH3:2])[CH3:3]. Reagents/catalysts: [Pt]=O (platinum oxide). The solvent is C(C)(=O)O (acetic acid). Starting materials: C(C)(C)(C)C=1N=CC2=CC=CC=C2C1C1=CC=CC=C1 (3-tert. butyl-4-phenyl isoquinoline), [H][H] (hydrogen). Reported procedure: A mixture of 28.5 g. (0.11 mole) of 3-tert. butyl-4-phenyl isoquinoline, 2.85 g. platinum oxide and 300 ml. of acetic acid is hydrogenated at room temperature and 50 psi until two equivalents of hydrogen are absorbed. The catalyst is filtered off and the acetic acid is evaporated in vacuo. The residue is dissolved in ether, washed with 50% sodium hydroxide, water and saturated sodium fluoride solution, dried over magnesium sulfate, filtered and evaporated. The residue is crystallized from petrol... Starting materials: FC1=C(C=O)C(=CC=C1F)C(F)(F)F (2,3-difluoro-6-trifluoromethylbenzaldehyde), Cl.NO (hydroxylamine hydrochloride), [OH-].[Na+] (sodium hydroxide), O (water). Run in C(C)O (ethanol). Yields the product FC1=C(C=NO)C(=CC=C1F)C(F)(F)F (2,3-difluoro-6-trifluoromethylbenzaldehyde oxime). Isolated yield 44.8%. Reaction SMILES: [F:1][C:2]1[C:9]([F:10])=[CH:8][CH:7]=[C:6]([C:11]([F:14])([F:13])[F:12])[C:3]=1[CH:4]=O.Cl.[NH2:16][OH:17].[OH-].[Na+].O>C(O)C>[F:1][C:2]1[C:9]([F:10])=[CH:8][CH:7]=[C:6]([C:11]([F:14])([F:13])[F:12])[C:3]=1[CH:4]=[N:16][OH:17] |f:1.2,3.4|. Procedure: To a solution of 0.5 g of 2,3-difluoro-6-trifluoromethylbenzaldehyde in 8 ml of ethanol was added 0.4 g of hydroxylamine hydrochloride and a solution prepared by dissolving 0.23 g of sodium hydroxide into 2 ml of water and the mixture was heated at reflux for 40 minutes. The reaction mixture was allowed to room temperature, then concentrated under reduced pressure and extracted with ethyl acetate. The extract obtained was washed with water and with saturated saline solution and dried over anhydr... The reactants are ClC(Cl)(Br)C(Cl)(Cl)Br, [Li]CCCC, CSc1nn2ccccc2c1NC(=O)OC(C)(C)C, CCCCCC, [Cl-], [NH4+], C1CCOC1. Product: CSc1nn2c(Br)cccc2c1NC(=O)OC(C)(C)C. As a reaction SMILES: [Br:25][C:26]([Cl:27])([Cl:28])[C:29]([Br:30])([Cl:31])[Cl:32].[CH2:20]([Li:21])[CH2:22][CH2:23][CH3:24].[CH3:1][S:2][c:3]1[n:4][n:5]2[c:6]([cH:7][cH:8][cH:9][cH:10]2)[c:11]1[NH:12][C:13]([O:14][C:15]([CH3:16])([CH3:17])[CH3:18])=[O:19].[CH3:40][CH2:41][CH2:42][CH2:43][CH2:44][CH3:45].[Cl-:33].[NH4+:34].[O:35]1[CH2:36][CH2:37][CH2:38][CH2:39]1>>[CH3:1][S:2][c:3]1[n:4][n:5]2[c:6]([cH:7][cH:8][cH:9][c:10]2[Br:25])[c:11]1[NH:12][C:13]([O:14][C:15]([CH3:16])([CH3:17])[CH3:18])=[O:19].